This data is from the Open Reaction Database (ORD), a public repository of structured organic reaction records. The task is: describe an organic reaction: reactants, conditions, products, and yield Starting materials: CCOC(C)=O, CC(C)[Si](Cl)(C(C)C)C(C)C, Clc1cnc2[nH]cc(I)c2n1, C1CCOC1. Product: CC(C)[Si](C(C)C)(C(C)C)n1cc(I)c2nc(Cl)cnc21. Reaction SMILES: [CH3:28][CH2:29][O:30][C:31](=[O:32])[CH3:33].[CH:12]([CH3:13])([CH3:14])[Si:15]([CH:16]([CH3:17])[CH3:18])([CH:19]([CH3:20])[CH3:21])[Cl:22].[Cl:1][c:2]1[n:3][c:4]2[c:5]([n:6][cH:7]1)[nH:8][cH:9][c:10]2[I:11].[O:23]1[CH2:24][CH2:25][CH2:26][CH2:27]1>>[Cl:1][c:2]1[n:3][c:4]2[c:5]([n:6][cH:7]1)[n:8]([Si:15]([CH:12]([CH3:13])[CH3:14])([CH:16]([CH3:17])[CH3:18])[CH:19]([CH3:20])[CH3:21])[cH:9][c:10]2[I:11]. Starting materials: CC1=C(C)C(=O)OC1=O, CCC(=O)O, Nc1cc(O)c(Cl)cc1F. The product is CC(C(=O)O)=C(C)C(O)=Nc1cc(O)c(Cl)cc1F. As a reaction SMILES: [CH3:11][C:12]1=[C:13]([CH3:19])[C:14](=[O:15])[O:16][C:17]1=[O:18].[CH3:20][CH2:21][C:22](=[O:23])[OH:24].[F:1][c:2]1[c:3]([NH2:4])[cH:5][c:6]([OH:10])[c:7]([Cl:9])[cH:8]1>>[F:1][c:2]1[c:3]([N:4]=[C:17]([C:12]([CH3:11])=[C:13]([C:14](=[O:15])[OH:16])[CH3:19])[OH:18])[cH:5][c:6]([OH:10])[c:7]([Cl:9])[cH:8]1. Starting materials: C(C)OC(CN1N=CC=2[C@@H](CCCC12)NS(=O)(=O)C1=CC=C(C=C1)OC1=C(C=CC=C1)Cl)=O ({(R)-4-[4-(2-chloro-phenoxy)-benzenesulfonylamino]-4,5,6,7-tetrahydro-indazol-1-yl}-acetic acid ethyl ester), [OH-].[Na+] (sodium hydroxide). Run in O1CCCC1 (tetrahydrofuran). Conditions: time 2 hour. Yields the product ClC1=C(OC2=CC=C(C=C2)S(=O)(=O)N[C@H]2C=3C=NN(C3CCC2)CC(=O)O)C=CC=C1 ({(R)-4-[4-(2-chloro-phenoxy)-benzenesulfonylamino]-4,5,6,7-tetrahydro-indazol-1-yl}-acetic acid). Yield: 79.0%. As a reaction SMILES: C([O:3][C:4](=[O:33])[CH2:5][N:6]1[C:14]2[CH2:13][CH2:12][CH2:11][C@@H:10]([NH:15][S:16]([C:19]3[CH:24]=[CH:23][C:22]([O:25][C:26]4[CH:31]=[CH:30][CH:29]=[CH:28][C:27]=4[Cl:32])=[CH:21][CH:20]=3)(=[O:18])=[O:17])[C:9]=2[CH:8]=[N:7]1)C.[OH-].[Na+]>O1CCCC1>[Cl:32][C:27]1[CH:28]=[CH:29][CH:30]=[CH:31][C:26]=1[O:25][C:22]1[CH:23]=[CH:24][C:19]([S:16]([NH:15][C@@H:10]2[CH2:11][CH2:12][CH2:13][C:14]3[N:6]([CH2:5][C:4]([OH:33])=[O:3])[N:7]=[CH:8][C:9]2=3)(=[O:17])=[O:18])=[CH:20][CH:21]=1 |f:1.2|. Reported procedure: To a solution of {(R)-4-[4-(2-chloro-phenoxy)-benzenesulfonylamino]-4,5,6,7-tetrahydro-indazol-1-yl}-acetic acid ethyl ester (example 1-1) (167 mg, 0.34 mmol) in tetrahydrofuran (3 mL) was added 1N sodium hydroxide (3 mL). The reaction mixture was stirred at room temperature for 2 hours, and then extracted with diethyl ether (10 mL). The organic layer was discarded. The aqueous layer was acidified with concentrated hydrochloric acid to pH 4 and stirred with diethyl ether (3 mL) and petroleum eth... The reactants are [N+](=O)([O-])C=1C=C(C=CC1)C1C(=NNC(=C1)C1=CC=CC=C1)C(=O)OCC (ethyl 1,4-dihydro-4-(3-nitrophenyl)-6-phenyl-3-pyridazinecarboxylate). Reagents/catalysts: [O-2].[O-2].[Mn+4] (manganese dioxide). Run in C(Cl)(Cl)Cl (chloroform). The product is [N+](=O)([O-])C=1C=C(C=CC1)C1=C(N=NC(=C1)C1=CC=CC=C1)C(=O)OCC (ethyl 4-(3-nitrophenyl)-6-phenyl-3-pyridazinecarboxylate). Isolated yield 50.3%. As a reaction SMILES: [N+:1]([C:4]1[CH:5]=[C:6]([CH:10]2[CH:15]=[C:14]([C:16]3[CH:21]=[CH:20][CH:19]=[CH:18][CH:17]=3)[NH:13][N:12]=[C:11]2[C:22]([O:24][CH2:25][CH3:26])=[O:23])[CH:7]=[CH:8][CH:9]=1)([O-:3])=[O:2]>C(Cl)(Cl)Cl.[O-2].[O-2].[Mn+4]>[N+:1]([C:4]1[CH:5]=[C:6]([C:10]2[CH:15]=[C:14]([C:16]3[CH:21]=[CH:20][CH:19]=[CH:18][CH:17]=3)[N:13]=[N:12][C:11]=2[C:22]([O:24][CH2:25][CH3:26])=[O:23])[CH:7]=[CH:8][CH:9]=1)([O-:3])=[O:2] |f:2.3.4|. Procedure details: To a solution of ethyl 1,4-dihydro-4-(3-nitrophenyl)-6-phenyl-3-pyridazinecarboxylate (0.4 g) in chloroform (6 ml) was added activated manganese dioxide (2 g) and the mixture was refluxed for 30 minutes with stirring vigorously. After allowing to cool to ambient temperature, manganese dioxide was filtered off. The filtrate was evaporated in vacuo, and the residual precipitate was recrystallized from diethyl ether. The crystal was collected by filtration, washed with diethyl ether and dried in va...